This data is from the Open Reaction Database (ORD), a public repository of structured organic reaction records. The task is: describe an organic reaction: reactants, conditions, products, and yield The reactants are C(C)(C)(C)OC(=O)N1CCC(CC1)(C(=O)O)C (4-methyl-piperidine-1,4-dicarboxylic acid mono-tert-butyl ester), Cl (HCl), CO (MeOH). Reaction conditions: time 18 hour. Yields the product Cl.COC(=O)C1(CCNCC1)C (4-Methyl-piperidine-4-carboxylic acid methyl ester hydrochloride). As a reaction SMILES: C(OC([N:8]1[CH2:13][CH2:12][C:11]([CH3:17])([C:14]([OH:16])=[O:15])[CH2:10][CH2:9]1)=O)(C)(C)C.[ClH:18].[CH3:19]O>>[ClH:18].[CH3:19][O:16][C:14]([C:11]1([CH3:17])[CH2:12][CH2:13][NH:8][CH2:9][CH2:10]1)=[O:15] |f:3.4|. Reported procedure: To a stirred solution of 4-methyl-piperidine-1,4-dicarboxylic acid mono-tert-butyl ester (1.00 g, 4.10 mmol) in MeOH (2 mL) is added HCl (5 ml, 4 M in dioxane). After 18 h, the mixture is evaporated to dryness, the residue is dissolved in MeOH (3 mL), and the stirred solution is treated with Et2O (45 ml). The resulting solid is filtered and dried to give the title compound. Reactants: [C-]#N.[K+] (potassium cyanide), [Cl-].[NH4+] (ammonium chloride), C(C)(=O)C1=CC=CC=C1 (acetophenone), CO (methanol), [OH-].[NH4+] (ammonium hydroxide). The solvent is O (water), O (water), O (water). Yields the product Cl.NC(C#N)(C)C1=CC=CC=C1 (2-Amino-2-phenyl-propionitrile hydrochloride). As a reaction SMILES: [C-]#N.[K+].[Cl-:4].[NH4+:5].[OH-].[NH4+:7].[C:8]([C:11]1[CH:16]=[CH:15][CH:14]=[CH:13][CH:12]=1)(=O)[CH3:9].[CH3:17]O>O>[ClH:4].[NH2:5][C:8]([C:11]1[CH:16]=[CH:15][CH:14]=[CH:13][CH:12]=1)([CH3:17])[C:9]#[N:7] |f:0.1,2.3,4.5,9.10|. Procedure details: To a stirred solution of 3.8 g (0.058 mole) potassium cyanide in 7 ml water, a solution of 3.6 g (0.066 mole) ammonium chloride in 8 ml water was added. To the resulting mixture, 3.5 g (3.9 ml [0.10 mole]) ammonium hydroxide were added, followed by 7 g (0.058 mole) acetophenone dissolved in 10 ml methanol. The reaction mixture was heated at about 45°-55° C. for 18 hours. The black mixture was poured into water and extracted with methylene chloride. The methylene chloride extract was washed 4 tim...